From a dataset of the Open Reaction Database (ORD), a public repository of structured organic reaction records. describe an organic reaction: reactants, conditions, products, and yield Reactants: C(C)(C)(C)[Si](Cl)(C)C (t-butyldimethylchlorosilane), [H-].[Na+] (sodium hydride), oil, C1(=CC(=CC=C1)CO)CO (m-benzenedimethanol). Run in C1CCOC1 (THF). Reaction conditions: time 1 hour. The product is O([Si](C)(C)C(C)(C)C)CC=1C=C(CO)C=CC1 (3-(tert-Butyldimethylsiloxymethyl)benzyl alcohol). Isolated yield 50.6%. Reaction SMILES: [H-].[Na+].[C:3]1([CH2:11][OH:12])[CH:8]=[CH:7][CH:6]=[C:5]([CH2:9][OH:10])[CH:4]=1.[C:13]([Si:17]([CH3:20])([CH3:19])Cl)([CH3:16])([CH3:15])[CH3:14]>C1COCC1>[O:10]([CH2:9][C:5]1[CH:4]=[C:3]([CH:8]=[CH:7][CH:6]=1)[CH2:11][OH:12])[Si:17]([C:13]([CH3:16])([CH3:15])[CH3:14])([CH3:20])[CH3:19] |f:0.1|. Procedure: To a suspension of sodium hydride (a 60% oil suspension, 3.47 g, 86.8 mmol) in THF (150 mL) was added m-benzenedimethanol (10.00 g, 72.4 mmol) at room temperature, and stirred for 1 hour. To the resulting cloudy liquid was added t-butyldimethylchlorosilane (10.91 g, 72.4 mmol) at room temperature, and stirred for another 4 hours. The reaction mixture was concentrated under reduced pressure, and the residue was diluted with a 10% aqueous potassium hydrogensulfate solution and extracted three time...